The task is: describe an organic reaction: reactants, conditions, products, and yield. This data is from the Open Reaction Database (ORD), a public repository of structured organic reaction records. The reactants are CCCS, Clc1ccc(OCc2ccccc2)c(-c2cnc(Cl)nc2)c1, [H-], [Na+], CN(C)C=O. Yields the product CCCSc1ncc(-c2cc(Cl)ccc2OCc2ccccc2)cn1. Reaction SMILES: [CH2:1]([CH2:2][CH3:3])[SH:4].[CH2:7]([c:8]1[cH:9][cH:10][cH:11][cH:12][cH:13]1)[O:14][c:15]1[c:16](-[c:22]2[cH:23][n:24][c:25]([Cl:28])[n:26][cH:27]2)[cH:17][c:18]([Cl:21])[cH:19][cH:20]1.[H-:5].[Na+:6].[O:29]=[CH:30][N:31]([CH3:32])[CH3:33]>>[CH2:1]([CH2:2][CH3:3])[S:4][c:25]1[n:24][cH:23][c:22](-[c:16]2[c:15]([O:14][CH2:7][c:8]3[cH:9][cH:10][cH:11][cH:12][cH:13]3)[cH:20][cH:19][c:18]([Cl:21])[cH:17]2)[cH:27][n:26]1. Reactants: CNC (dimethylamine), ClC(=O)N1C(NCC1)=O (N-chlorocarbonyl-imidazolid-2-one), 50, CNC (dimethylamine), Cl (hydrochloric acid), [Cl-].[Na+] (sodium chloride). Run in O1CCCC1 (tetrahydrofurane), O1CCCC1 (tetrahydrofurane). Product: CN(C(=O)N1C(NCC1)=O)C (N-dimethylaminocarbonyl-imidazolid-2-one). RXN SMILES: [CH3:1][NH:2][CH3:3].Cl.Cl[C:6]([N:8]1[CH2:12][CH2:11][NH:10][C:9]1=[O:13])=[O:7].[Cl-].[Na+]>O1CCCC1>[CH3:1][N:2]([CH3:3])[C:6]([N:8]1[CH2:12][CH2:11][NH:10][C:9]1=[O:13])=[O:7] |f:3.4|. Procedure: A mixture of 50 parts by volume of a 50% strength aqueous dimethylamine solution and 70 parts by volume of tetrahydrofurane was adjusted to pH = 8 with 5 N hydrochloric acid. 14.9 parts by weight of N-chlorocarbonyl-imidazolid-2-one were added gradually thereto while stirring and cooling with ice and the pH value was maintained by simultaneous addition of further dimethylamine solution. The mixture was further stirred until the pH was constant, the tetrahydrofurane was then stripped off and the ... Starting materials: C(C)OC1=CC=C(\C=C/2\C(N(C(S2)=O)CCNC(C)=O)=O)C=C1 ((Z)—N-(2-(5-(4-ethoxybenzylidene)-2,4-dioxothiazolidin-3-yl)ethyl)acetamide), NCCN1C(S\C(\C1=O)=C/C1=CC=C(C=C1)OCC)=O ((Z)-3-(2-aminoethyl)-5-(4-ethoxybenzylidene)thiazolidine-2,4-dione), CS(=O)(=O)Cl (methylsulfonyl chloride), CCN(C(C)C)C(C)C (DIPEA). Product: C(C)OC1=CC=C(\C=C/2\C(N(C(S2)=O)CCNS(=O)(=O)C)=O)C=C1 ((Z)—N-(2-(5-(4-ethoxybenzylidene)-2,4-dioxothiazolidin-3-yl)ethyl)methanesulfonamide). RXN SMILES: [NH2:1][CH2:2][CH2:3][N:4]1[C:8](=[O:9])/[C:7](=[CH:10]/[C:11]2[CH:16]=[CH:15][C:14]([O:17][CH2:18][CH3:19])=[CH:13][CH:12]=2)/[S:6][C:5]1=[O:20].[CH3:21][S:22](Cl)(=[O:24])=[O:23].CCN(C(C)C)C(C)C.C(OC1C=CC(/C=C2/C(=O)N(CCNC(=O)C)C(=O)S/2)=CC=1)C>>[CH2:18]([O:17][C:14]1[CH:15]=[CH:16][C:11](/[CH:10]=[C:7]2/[C:8](=[O:9])[N:4]([CH2:3][CH2:2][NH:1][S:22]([CH3:21])(=[O:24])=[O:23])[C:5](=[O:20])[S:6]/2)=[CH:12][CH:13]=1)[CH3:19]. Reported procedure: The title compound 27a was prepared from compound 76 (101 mg, 0.25 mmol), methylsulfonyl chloride (21 μL, 028 mmol) and DIPEA (131 μL, 0.75 mmol) in a manner similar to that described for 25a in 96.2% (89 mg) yield as a yellow solid. Reactants: CC12C(=O)OC(C1CCCC2)=O (methylhexahydrophthalic anhydride), C(=CCCCCCCCCCC)C1C(=O)OC(C1)=O (dodecenylsuccinic anhydride), CC#C (propylene tetramer). Product: C1(C=2C(C(=O)O1)=CC=CC2)=O (phthalic anhydride). RXN SMILES: C[C:2]12[CH2:11][CH2:10][CH2:9][CH2:8][CH:7]1[C:6](=[O:12])[O:5][C:3]2=[O:4].C(C1CC(=O)OC1=O)=CCCCCCCCCCC.CC#C>>[C:6]1(=[O:12])[O:5][C:3](=[O:4])[C:2]2=[CH:11][CH:10]=[CH:9][CH:8]=[C:7]12. Procedure: The procedures of Example 1 were repeated except that 38.2 g. of methylhexahydrophthalic anhydride (Example 2) and 61.2 g. of dodecenylsuccinic anhydride (Example 3) which was a maleinization product of propylene tetramer or butylene trimer, were employed, respectively, instead of 34 g. of phthalic anhydride, to give light yellow resins. The properties thereof are shown in Table 1. Starting materials: FC1=C(C=C(C=C1)F)C(C=1C=NC=NC1)O (5-[(2,5-difluorophenyl)-hydroxymethyl]pyrimidine), CN(C=O)C (dimethylformamide), ClC1=CC=C(C=C1)S (4-chlorobenzenethiol), C([O-])([O-])=O.[K+].[K+] (potassium carbonate). The solvent is S(=O)(Cl)Cl (thionyl chloride), C(C)OCC (diethyl ether). Run at time 16 hour. Product: ClC1=CC=C(C=C1)SC(C=1C=NC=NC1)C1=C(C=CC(=C1)F)F (5-[[(4-Chlorophenyl)thio]-(2,5-difluorophenyl)methyl]pyrimidine). Isolated yield 115.8%. RXN SMILES: [F:1][C:2]1[CH:7]=[CH:6][C:5]([F:8])=[CH:4][C:3]=1[CH:9](O)[C:10]1[CH:11]=[N:12][CH:13]=[N:14][CH:15]=1.CN(C)C=O.[Cl:22][C:23]1[CH:28]=[CH:27][C:26]([SH:29])=[CH:25][CH:24]=1.C(=O)([O-])[O-].[K+].[K+]>S(Cl)(Cl)=O.C(OCC)C>[Cl:22][C:23]1[CH:28]=[CH:27][C:26]([S:29][CH:9]([C:3]2[CH:4]=[C:5]([F:8])[CH:6]=[CH:7][C:2]=2[F:1])[C:10]2[CH:11]=[N:12][CH:13]=[N:14][CH:15]=2)=[CH:25][CH:24]=1 |f:3.4.5|. Procedure: The 5-[(2,5-difluorophenyl)-hydroxymethyl]pyrimidine (111 mg, 0.5 mmol) obtained in Referential Example 12 was dissolved in thionyl chloride (1.0 ml). A catalytic amount of dimethylformamide was added and the resulting mixture was stirred for 16 hours. The reaction mixture was concentrated under reduced pressure. To the residue was added dioxane, and the resulting mixture was concentrated further. The residue was dissolved in dimethylformamide (5 ml), followed by the addition of 4-chlorobenzenet... Reactants: NCC=1C(=C(C(=O)OCC)C(=CC1)Cl)F (ethyl 3-(aminomethyl)-6-chloro-2-fluorobenzoate), C(C(C)C)(=O)Cl (isobutyryl chloride), CCN(C(C)C)C(C)C (DIPEA). The solvent is C1CCOC1 (THF). Product: ClC1=CC=C(C(=C1C(=O)OCC)F)CNC(C(C)C)=O (ethyl 6-chloro-2-fluoro-3-(isobutyramidomethyl)benzoate). Isolated yield 76.7%. As a reaction SMILES: [NH2:1][CH2:2][C:3]1[C:4]([F:15])=[C:5]([C:11]([Cl:14])=[CH:12][CH:13]=1)[C:6]([O:8][CH2:9][CH3:10])=[O:7].[C:16](Cl)(=[O:20])[CH:17]([CH3:19])[CH3:18].CCN(C(C)C)C(C)C>C1COCC1>[Cl:14][C:11]1[C:5]([C:6]([O:8][CH2:9][CH3:10])=[O:7])=[C:4]([F:15])[C:3]([CH2:2][NH:1][C:16](=[O:20])[CH:17]([CH3:19])[CH3:18])=[CH:13][CH:12]=1. Procedure details: The title compound was prepared following the procedure described in Intermediate-2, step-2 using ethyl 3-(aminomethyl)-6-chloro-2-fluorobenzoate (Intermediate-2, step-1, 1.00 g, 4.32 mmol), isobutyryl chloride (690 mg, 6.48 mmol) and DIPEA (1.67 g, 12.96 mmol) in THF (30 mL) to afford 1.0 g of the title product.